From a dataset of the Open Reaction Database (ORD), a public repository of structured organic reaction records. describe an organic reaction: reactants, conditions, products, and yield Starting materials: C(C)N(CC)CC1N(CCCC1)CC(=O)N1C2=C(NC(C3=C1C=CC(=C3)C)=O)C(=CC(=N2)C)C (11-[[2-[(Diethylamino)methyl]-1-piperidinyl]acetyl]5,11-dihydro-2,4,8-trimethyl-6H-pyrido[2,3-b][1,4]benzodiazepin-6-one). The solvent is C(C)#N (acetonitrile). Yields the product C(C)N(CC)CC1N(CCCC1)CC(=O)N1C2=C(NC(C3=C1C(=CC=C3)C)=O)C(=CC(=N2)C)C (11-[[2-[(Diethylamino)methyl]-1-piperidinyl]acetyl]5,11-dihydro-2,4,10-trimethyl-6H-pyrido[2,3-b][1,4]benzodiazepin-6-one). Reaction SMILES: [CH2:1]([N:3]([CH2:6][CH:7]1[CH2:12][CH2:11][CH2:10][CH2:9][N:8]1[CH2:13][C:14]([N:16]1[C:22]2[CH:23]=[CH:24][C:25]([CH3:27])=[CH:26][C:21]=2[C:20](=[O:28])[NH:19][C:18]2[C:29]([CH3:34])=[CH:30][C:31]([CH3:33])=[N:32][C:17]1=2)=[O:15])[CH2:4][CH3:5])[CH3:2]>C(#N)C>[CH2:1]([N:3]([CH2:6][CH:7]1[CH2:12][CH2:11][CH2:10][CH2:9][N:8]1[CH2:13][C:14]([N:16]1[C:22]2[C:23]([CH3:24])=[CH:27][CH:25]=[CH:26][C:21]=2[C:20](=[O:28])[NH:19][C:18]2[C:29]([CH3:34])=[CH:30][C:31]([CH3:33])=[N:32][C:17]1=2)=[O:15])[CH2:4][CH3:5])[CH3:2]. Reported procedure: 11-[[2-[(Diethylamino)methyl]-1-piperidinyl]acetyl]5,11-dihydro-2,4,8-trimethyl-6H-pyrido[2,3-b][1,4]benzodiazepin-6-one of m.p. 213° to 215° C. (acetonitrile); Starting materials: CN1CCC(Cl)CC1, Fc1ccc2c(c1)N=Cc1cccc3c1N2CC3, C1CCOC1. Yields the product CN1CCC(C2Nc3cc(F)ccc3N3CCc4cccc2c43)CC1. RXN SMILES: [CH3:1][N:2]1[CH2:3][CH2:4][CH:5]([Cl:8])[CH2:6][CH2:7]1.[F:9][c:10]1[cH:11][c:12]2[c:13]([cH:25][cH:26]1)[N:14]1[c:15]3[c:16]([cH:19][cH:20][cH:21][c:22]3[CH2:23][CH2:24]1)[CH:17]=[N:18]2.[O:27]1[CH2:28][CH2:29][CH2:30][CH2:31]1>>[CH3:1][N:2]1[CH2:3][CH2:4][CH:5]([CH:17]2[c:16]3[c:15]4[c:22]([cH:21][cH:20][cH:19]3)[CH2:23][CH2:24][N:14]4[c:13]3[c:12]([cH:11][c:10]([F:9])[cH:26][cH:25]3)[NH:18]2)[CH2:6][CH2:7]1. The reactants are CC(C)(C)OC(=O)N1CCC(Sc2cc(C(C)(C)C)c(O)c(C(C)(C)C)c2)CC1, Cl, C1COCCO1. Product: Cl, CC(C)(C)c1cc(SC2CCNCC2)cc(C(C)(C)C)c1O. As a reaction SMILES: [C:1]([O:2][C:3](=[O:4])[N:8]1[CH2:9][CH2:10][CH:11]([S:14][c:15]2[cH:16][c:17]([C:26]([CH3:27])([CH3:28])[CH3:29])[c:18]([OH:25])[c:19]([C:21]([CH3:22])([CH3:23])[CH3:24])[cH:20]2)[CH2:12][CH2:13]1)([CH3:5])([CH3:6])[CH3:7].[ClH:30].[O:31]1[CH2:32][CH2:33][O:34][CH2:35][CH2:36]1>>[ClH:30].[NH:8]1[CH2:9][CH2:10][CH:11]([S:14][c:15]2[cH:16][c:17]([C:26]([CH3:27])([CH3:28])[CH3:29])[c:18]([OH:25])[c:19]([C:21]([CH3:22])([CH3:23])[CH3:24])[cH:20]2)[CH2:12][CH2:13]1. Starting materials: COc1ccc2c(c1)c(C)cn2N, CCOC(C)=O, CCN(C(C)C)C(C)C, Cc1nc(-c2cccc(F)c2)ncc1C(=O)O, CN(C)C=O, O. Yields the product COc1ccc2c(c1)c(C)cn2NC(=O)c1cnc(-c2cccc(F)c2)nc1C. RXN SMILES: [CH3:32][O:33][c:34]1[cH:35][c:36]2[c:37]([CH3:44])[cH:38][n:39]([NH2:43])[c:40]2[cH:41][cH:42]1.[CH3:46][CH2:47][O:48][C:49]([CH3:50])=[O:51].[CH:18]([N:19]([CH2:20][CH3:21])[CH:22]([CH3:23])[CH3:24])([CH3:25])[CH3:26].[F:1][c:2]1[cH:3][c:4](-[c:8]2[n:9][cH:10][c:11]([C:15](=[O:16])[OH:17])[c:12]([CH3:14])[n:13]2)[cH:5][cH:6][cH:7]1.[O:27]=[CH:28][N:29]([CH3:30])[CH3:31].[OH2:45]>>[F:1][c:2]1[cH:3][c:4](-[c:8]2[n:9][cH:10][c:11]([C:15](=[O:17])[NH:43][n:39]3[cH:38][c:37]([CH3:44])[c:36]4[cH:35][c:34]([O:33][CH3:32])[cH:42][cH:41][c:40]43)[c:12]([CH3:14])[n:13]2)[cH:5][cH:6][cH:7]1. Reactants: [Br-], CC#N, CCOC(C)=O, CC(C)(C)ON=O, COc1ccc(-c2nc(N)sc2-c2ccc(Br)cc2)cc1. Product: COc1ccc(-c2nc(Br)sc2-c2ccc(Br)cc2)cc1. As a reaction SMILES: [Br-:1].[CH3:30][C:31]#[N:32].[CH3:33][CH2:34][O:35][C:36]([CH3:37])=[O:38].[N:2]([O:3][C:4]([CH3:5])([CH3:6])[CH3:7])=[O:8].[NH2:9][c:10]1[s:11][c:12](-[c:23]2[cH:24][cH:25][c:26]([Br:29])[cH:27][cH:28]2)[c:13](-[c:15]2[cH:16][cH:17][c:18]([O:21][CH3:22])[cH:19][cH:20]2)[n:14]1>>[Br:1][c:10]1[s:11][c:12](-[c:23]2[cH:24][cH:25][c:26]([Br:29])[cH:27][cH:28]2)[c:13](-[c:15]2[cH:16][cH:17][c:18]([O:21][CH3:22])[cH:19][cH:20]2)[n:14]1. Starting materials: O=C([O-])[O-], O=C([O-])O, CO, [Cl-], CC(C)(C)OC(=O)N1CCC(NC(=O)C(F)(F)F)CC1, [K+], [K+], [Na+], [Na+]. The product is CC(C)(C)OC(=O)N1CCC(N)CC1. RXN SMILES: [C:21](=[O:22])([O-:23])[O-:24].[C:27](=[O:28])([O-:29])[OH:30].[CH3:34][OH:35].[Cl-:33].[F:1][C:2]([F:3])([F:4])[C:19]([NH:5][CH:6]1[CH2:7][CH2:8][N:9]([C:12](=[O:13])[O:14][C:15]([CH3:16])([CH3:17])[CH3:18])[CH2:10][CH2:11]1)=[O:20].[K+:25].[K+:26].[Na+:31].[Na+:32]>>[NH2:5][CH:6]1[CH2:7][CH2:8][N:9]([C:12](=[O:13])[O:14][C:15]([CH3:16])([CH3:17])[CH3:18])[CH2:10][CH2:11]1. Starting materials: ketal ketone, CC1(OCCO1)CCCC(C)=O (5-(2-methyl-1,3-dioxolan-2-yl)-2-pentanone), C(OCC)(OCC)=O (diethyl carbonate), CCOCC (ether), CCOCC (ether). Solvent: C(C)O (ethyl alcohol). Product: β-keto ester, C(C)OC(CC(CCCC1(OCCO1)C)=O)=O (6-(2-methyl-1,3-dioxolan-2-yl)-3-oxo-hexanoic acid ethyl ester). Reaction SMILES: [C:1](=O)([O:5]CC)[O:2][CH2:3][CH3:4].CCOCC.[CH3:14][C:15]1([CH2:20][CH2:21][CH2:22][C:23](=[O:25])[CH3:24])[O:19][CH2:18][CH2:17][O:16]1>C(O)C>[CH2:3]([O:2][C:1](=[O:5])[CH2:24][C:23](=[O:25])[CH2:22][CH2:21][CH2:20][C:15]1([CH3:14])[O:16][CH2:17][CH2:18][O:19]1)[CH3:4]. Procedure details: 11.8 Grams (0.1 moles) of diethyl carbonate in 12.5 ml. of anhydrous ether was added to 4.55 g. (0.1 moles) of a 53 percent dispersion of sodium hydride in mineral oil which was washed with anhydrous hexane and dried under nitrogen. This mixture was stirred under nitrogen and 8.6 g. (0.05 mole) of the ketal ketone, 5-(2-methyl-1,3-dioxolan-2-yl)-2-pentanone was added dropwise over a period of two hours. A gentle reflux was maintained throughout the addition and the refluxing was continued for an... The reactants are C(C)(C)(C)O (tert-butanol), BrCC(=O)N (2-Bromoacetamide), C(C(=O)Cl)(=O)Cl (Oxalyl chloride), solvent, CCCCCCC (Heptane). The solvent is ClCCl (dichloromethane), ClCCl (dichloromethane), C(CCl)Cl (ethylene dichloride). Reaction conditions: temperature 2.5 celsius. The product is C(C)(C)(C)OC(NC(CBr)=O)=O ((2-bromo-acetyl)-carbamic acid tert-butyl ester). The yield is 81.4%. RXN SMILES: [Br:1][CH2:2][C:3]([NH2:5])=[O:4].C(Cl)(=O)[C:7](Cl)=[O:8].[C:12]([OH:16])([CH3:15])([CH3:14])[CH3:13].CCCCCCC>C(Cl)CCl.ClCCl>[C:12]([O:16][C:7](=[O:8])[NH:5][C:3](=[O:4])[CH2:2][Br:1])([CH3:15])([CH3:14])[CH3:13]. Procedure: 2-Bromoacetamide (11.1 g, 80 mmol) was suspended in ethylene dichloride (130 ml) in a 250-ml round-bottomed flask fitted with a magnetic stirrer, a thermometer, and a condenser with nitrogen flow. Oxalyl chloride (9.76 ml, 112 mmol, 1.4 eq) was added slowly to the solution at room temperature with stirring. The mixture was stirred at room temperature for 30 min, and then heated to reflux for 5 hours (the suspension became a clear solution). The condenser was replaced with a distillation system, ... The reactants are C(C)(C)[Mg]Cl (isopropylmagnesium chloride), ClN1C(CCC1=O)=O (N-chlorosuccinimide), IC1=CC(=NC=C1)OC (4-iodo-2-methoxypyridine), COC1=NC=CC(=C1)[Mg]Cl (2-methoxy-4-pyridylmagnesium chloride). The solvent is O1CCCC1 (tetrahydrofuran), O (water). Conditions: temperature 0 celsius, time 1 hour. Yields the product ClC1=CC(=NC=C1)OC (4-chloro-2-methoxypyridine). RXN SMILES: C([Mg][Cl:5])(C)C.I[C:7]1[CH:12]=[CH:11][N:10]=[C:9]([O:13][CH3:14])[CH:8]=1.COC1C=C([Mg]Cl)C=CN=1.ClN1C(=O)CCC1=O>O1CCCC1.O>[Cl:5][C:7]1[CH:12]=[CH:11][N:10]=[C:9]([O:13][CH3:14])[CH:8]=1. Reported procedure: 50.6 ml (2 mol/l tetrahydrofuran solution) of isopropylmagnesium chloride was cooled with ice, and a solution having 19.8 g (84.3 mmol) of crude 4-iodo-2-methoxypyridine obtained in Step (c) dissolved in 80 ml of tetrahydrofuran was added, followed by stirring at 0° C. for 1 hour and then at room temperature for 1 hour to prepare 2-methoxy-4-pyridylmagnesium chloride. Then, 16.9 g (127 mmol) of N-chlorosuccinimide was gradually added, followed by stirring at room temperature for 1 hour. 100 ml o... Reactants: O[C@H](CN1N=C(C=C1)NC([C@H](CC(C)C)N1C(C=C(C1)OC1=CC(=CC=C1)OC)=O)=O)CO ((S)-2-[4-(3-Methoxy-phenoxy)-2-oxo-2,5-dihydro-pyrrol-1-yl]-4-methyl-pentanoic acid [1-((R)-2,3-dihydroxy-propyl)-1H-pyrazol-3-yl]-amide), CN(CCCN=C=NCC)C (1-(3-dimethylaminopropyl)-3-ethylcarbodiimide), ON1N=NC2=C1C=CC=C2 (1-hydroxybenzotriazole), Cl.O[C@H](CN1N=C(C=C1)NC([C@H](CC(C)C)N1C(C=C(C1)OC1=C(C(=CC=C1)Cl)Cl)=O)=O)CO ((S)-2-[4-(2,3-dichloro-phenoxy)-2-oxo-2,5-dihydro-pyrrol-1-yl]-4-methyl-pentanoic acid [1-((R)-2,3-dihydroxy-propyl)-1H-pyrazol-3-yl]-amide hydrochloride). Run in ClCCl (dichloromethane), ClCCl (dichloromethane). Run at temperature 25 celsius, time 1 hour. Product: OC(CN1N=C(C=C1)NC([C@H](CC(C)C)N1C(C=C(C1)OC1=CC(=CC=C1)OC)=O)=O)(C)C ((S)-2-[4-(3-methoxy-phenoxy)-2-oxo-2,5-dihydro-pyrrol-1-yl]-4-methyl-pentanoic acid [1-(2-hydroxy-2-methyl-propyl)-1H-pyrazol-3-yl]-amide). The yield is 79.2%. Reaction SMILES: [OH:1][C@@H:2]([CH2:32]O)[CH2:3][N:4]1[CH:8]=[CH:7][C:6]([NH:9][C:10](=[O:31])[C@@H:11]([N:16]2[CH2:20][C:19]([O:21][C:22]3[CH:27]=[CH:26][CH:25]=[C:24]([O:28][CH3:29])[CH:23]=3)=[CH:18][C:17]2=[O:30])[CH2:12][CH:13]([CH3:15])[CH3:14])=[N:5]1.[CH3:34]N(C)CCCN=C=NCC.ON1C2C=CC=CC=2N=N1.Cl.O[C@@H](CO)CN1C=CC(NC(=O)[C@@H](N2CC(OC3C=CC=C(Cl)C=3Cl)=CC2=O)CC(C)C)=N1>ClCCl>[OH:1][C:2]([CH3:34])([CH3:32])[CH2:3][N:4]1[CH:8]=[CH:7][C:6]([NH:9][C:10](=[O:31])[C@@H:11]([N:16]2[CH2:20][C:19]([O:21][C:22]3[CH:27]=[CH:26][CH:25]=[C:24]([O:28][CH3:29])[CH:23]=3)=[CH:18][C:17]2=[O:30])[CH2:12][CH:13]([CH3:14])[CH3:15])=[N:5]1 |f:3.4|. Procedure: A solution of (S)-2-[4-(3-methoxy-phenoxy)-2-oxo-2,5-dihydro-pyrrol-1-yl]-4-methyl-pentanoic acid (prepared as in Example 160, 300 mg, 0.94 mmol) in dichloromethane (20 mL) was treated with 1-(3-dimethylaminopropyl)-3-ethylcarbodiimide (161 mg, 1.03 mmol) and 1-hydroxybenzotriazole (135 mg, 0.99 mmol). The reaction mixture was stirred at 25° C. for 1 h followed by the addition of 1-(3-amino-pyrazol-1-yl)-2-methyl-propan-2-ol (prepared in U.S. Pat. Appl. US2008021032 Example 80, 175 mg, 1.13 mmol...